Dataset: the Open Reaction Database (ORD), a public repository of structured organic reaction records. Task: describe an organic reaction: reactants, conditions, products, and yield Starting materials: CCON=Cc1c(COCOC)noc1-c1ccc(C(F)(F)F)cc1, CO, Cl. Product: CCON=Cc1c(CO)noc1-c1ccc(C(F)(F)F)cc1. As a reaction SMILES: [CH2:1]([CH3:2])[O:3][N:4]=[CH:5][c:6]1[c:7]([CH2:21][O:22][CH2:23][O:24][CH3:25])[n:8][o:9][c:10]1-[c:11]1[cH:12][cH:13][c:14]([C:17]([F:18])([F:19])[F:20])[cH:15][cH:16]1.[CH3:27][OH:28].[ClH:26]>>[CH2:1]([CH3:2])[O:3][N:4]=[CH:5][c:6]1[c:7]([CH2:21][OH:22])[n:8][o:9][c:10]1-[c:11]1[cH:12][cH:13][c:14]([C:17]([F:18])([F:19])[F:20])[cH:15][cH:16]1. The reactants are [N+](=O)([O-])C=1C=C(C(=O)O)C=C(C1N1CCCCC1)S(N)(=O)=O (3-nitro-4-piperidino-5-sulphamyl-benzoic acid), N(C1=CC=CC=C1)C1=C(C=C(C(=O)O)C=C1S(N)(=O)=O)[N+](=O)[O-] (4-anilino-3-nitro-5-sulphamyl-benzoic acid). Yields the product NC=1C=C(C(=O)O)C=C(C1N1CCCCC1)S(N)(=O)=O (3-amino-4-piperidino-5-sulphamyl-benzoic acid). Reaction SMILES: [N+:1]([C:4]1[CH:5]=[C:6]([CH:10]=[C:11]([S:19](=[O:22])(=[O:21])[NH2:20])[C:12]=1[N:13]1[CH2:18][CH2:17][CH2:16][CH2:15][CH2:14]1)[C:7]([OH:9])=[O:8])([O-])=O.N(C1C(S(=O)(=O)N)=CC(C(O)=O)=CC=1[N+]([O-])=O)C1C=CC=CC=1>>[NH2:1][C:4]1[CH:5]=[C:6]([CH:10]=[C:11]([S:19](=[O:21])(=[O:22])[NH2:20])[C:12]=1[N:13]1[CH2:18][CH2:17][CH2:16][CH2:15][CH2:14]1)[C:7]([OH:9])=[O:8]. Reported procedure: By substituting 3-nitro-4-piperidino-5-sulphamyl-benzoic acid for the 4-anilino-3-nitro-5-sulphamyl-benzoic acid of Example 9 B, the above compound was obtained with a melting point of 279°C (decomp.) after recrystallization from aqueous methanol. Reactants: COC(C(C(C)C1=CC(=C(C=C1)Cl)Cl)[N+](=O)[O-])=O (nitro-3-(3,4-dichlorophenyl)butanoic acid methyl ester), C(C=C)(=O)OC (methyl acrylate), Cl (hydrochloric acid). Run in C(C)(C)(C)O (t-butanol), C(C)OCC (diethyl ether). Conditions: time 94 hour. The product is COC(CC(C(CCC(=O)OC)[N+](=O)[O-])C1=CC(=C(C=C1)Cl)Cl)=O (4-nitro-3-(3,4-dichlorophenyl)heptanedioic acid dimethyl ester). RXN SMILES: CO[C:3](=O)[CH:4]([N+:15]([O-:17])=[O:16])[CH:5]([C:7]1[CH:12]=[CH:11][C:10]([Cl:13])=[C:9]([Cl:14])[CH:8]=1)[CH3:6].[C:19]([O:23][CH3:24])(=[O:22])[CH:20]=C.Cl>C(O)(C)(C)C.C(OCC)C>[CH3:24][O:23][C:19](=[O:22])[CH2:6][CH:5]([C:7]1[CH:12]=[CH:11][C:10]([Cl:13])=[C:9]([Cl:14])[CH:8]=1)[CH:4]([N+:15]([O-:17])=[O:16])[CH2:3][CH2:20][C:19]([O:23][CH3:24])=[O:22]. Procedure: A solution of 350 g of nitro-3-(3,4-dichlorophenyl)butanoic acid methyl ester, 118 g of methyl acrylate and 25 ml of Triton B in 500 ml of t-butanol is allowed to stir at room temperature for 94 hours. Excess aqueous hydrochloric acid (1 N) is added and the solution is diluted with diethyl ether. The organic layer is separated, dried over anhydrous magnesium sulfate and evaporated to give 4-nitro-3-(3,4-dichlorophenyl)heptanedioic acid dimethyl ester. Starting materials: C([O-])([O-])=O.[Na+].[Na+] (sodium carbonate), O (water), BrC=1C=CC=2C3=C(C(=NC2C1)N)N=C(N3NC(C)C)CCC (7-bromo-N1-isopropyl-2-propyl-1H-imidazo[4,5-c]quinoline-1,4-diamine), B1(OCCCO1)C2=CN=CC=C2 (pyridine-3-boronic acid 1,3-propane diol cyclic ester). Reagents/catalysts: C(C)(=O)[O-].[Pd+2].C(C)(=O)[O-] (palladium(II) acetate), C1(=CC=CC=C1)P(C1=CC=CC=C1)C1=CC=CC=C1 (triphenylphosphine). Run in C(CC)O (1-propanol). Reaction conditions: temperature 100 celsius, time 17 hour. The product is C(C)(C)NN1C(=NC=2C(=NC=3C=C(C=CC3C21)C=2C=NC=CC2)N)CCC (N1-isopropyl-2-propyl-7-(pyridin-3-yl)-1H-imidazo[4,5-c]quinoline-1,4-diamine). Yield: 51.8%. RXN SMILES: Br[C:2]1[CH:3]=[CH:4][C:5]2[C:6]3[N:15]([NH:16][CH:17]([CH3:19])[CH3:18])[C:14]([CH2:20][CH2:21][CH3:22])=[N:13][C:7]=3[C:8]([NH2:12])=[N:9][C:10]=2[CH:11]=1.B1([C:29]2[CH:34]=[CH:33][CH:32]=[N:31][CH:30]=2)OCCCO1.C(=O)([O-])[O-].[Na+].[Na+].O>C(O)CC.C([O-])(=O)C.[Pd+2].C([O-])(=O)C.C1(P(C2C=CC=CC=2)C2C=CC=CC=2)C=CC=CC=1>[CH:17]([NH:16][N:15]1[C:6]2[C:5]3[CH:4]=[CH:3][C:2]([C:29]4[CH:30]=[N:31][CH:32]=[CH:33][CH:34]=4)=[CH:11][C:10]=3[N:9]=[C:8]([NH2:12])[C:7]=2[N:13]=[C:14]1[CH2:20][CH2:21][CH3:22])([CH3:19])[CH3:18] |f:2.3.4,7.8.9|. Reported procedure: A suspension of 7-bromo-N1-isopropyl-2-propyl-1H-imidazo[4,5-c]quinoline-1,4-diamine (1.00 g, 2.76 mmol) in 20 mL of 1-propanol was treated with pyridine-3-boronic acid 1,3-propane diol cyclic ester (0.540 g, 3.31 mmol). The head-space of the reaction flask was purged and back-filled with nitrogen (3×). The reaction mixture was then treated with triphenylphosphine (11 mg, 0.041 mmol), sodium carbonate (1.66 mL, 3.31 mmol, 2 M solution in water), water (2 mL) and palladium(II) acetate (3.1 mg, 0.... The reactants are CC(C)CN, ClCCl, O=[N+]([O-])c1cnc2cccnc2c1Cl, O. Product: CC(C)CNc1c([N+](=O)[O-])cnc2cccnc12. As a reaction SMILES: [CH2:1]([CH:2]([CH3:3])[CH3:4])[NH2:5].[Cl:21][CH2:22][Cl:23].[Cl:6][c:7]1[c:8]([N+:17](=[O:18])[O-:19])[cH:9][n:10][c:11]2[cH:12][cH:13][cH:14][n:15][c:16]12.[OH2:20]>>[CH2:1]([CH:2]([CH3:3])[CH3:4])[NH:5][c:7]1[c:8]([N+:17](=[O:18])[O-:19])[cH:9][n:10][c:11]2[cH:12][cH:13][cH:14][n:15][c:16]12. The reactants are C(C)(C)(C)OC(C(C(=O)C1=NC(=NC=C1)SC)CC1=C(C=CC=C1)Cl)=O (2-(2-chlorobenzyl)-3-(2-methylsulfanyl-pyrimidin-4-yl)-3-oxo-propionic acid tert-butyl ester), C(C)(C)(C)OC(C(C(=O)C1=NC(=NC=C1)SC)CC1=C(C=CC=C1)Cl)=O (2-(2-chloro-benzyl)-3-(2-methylsulfanyl-pyrimidin-4-yl)-3-oxo-propionic acid tert-butyl ester), Cl.Cl.N1NCCC1 (pyrazolidine-bishydrochloride). The solvent is N1=CC=CC=C1 (pyridine). Conditions: time 17 hour. Yields the product ClC1=C(CC2=C(N3N(CCC3)C2=O)C2=NC(=NC=C2)SC)C=CC=C1 (2-(2-chloro-benzyl)-3-(2-methylsulfanyl-pyrimidin-4-yl)-6,7-dihydro-5H-pyrazolo[1,2-a]pyrazol-1-one). Isolated yield 22.0%. Reaction SMILES: C(O[C:6](=[O:26])[CH:7]([CH2:18][C:19]1[CH:24]=[CH:23][CH:22]=[CH:21][C:20]=1[Cl:25])[C:8]([C:10]1[CH:15]=[CH:14][N:13]=[C:12]([S:16][CH3:17])[N:11]=1)=O)(C)(C)C.Cl.Cl.[NH:29]1[CH2:33][CH2:32][CH2:31][NH:30]1>N1C=CC=CC=1>[Cl:25][C:20]1[CH:21]=[CH:22][CH:23]=[CH:24][C:19]=1[CH2:18][C:7]1[C:6](=[O:26])[N:30]2[CH2:31][CH2:32][CH2:33][N:29]2[C:8]=1[C:10]1[CH:15]=[CH:14][N:13]=[C:12]([S:16][CH3:17])[N:11]=1 |f:1.2.3|. Reported procedure: To a solution of 2-(2-chlorobenzyl)-3-(2-methylsulfanyl-pyrimidin-4-yl)-3-oxo-propionic acid tert-butyl ester, 6 (2.0 g, 5.7 mmol)) in pyridine (40 mL) is added pyrazolidine-bishydrochloride (1.2 g, 8.1 mmol). After stirring the reaction for 10 min at room temperature, the mixture i stirred at 90° C. for 2.5 hours and then at 60° C. for 17 hours. The solution i concentrated in vacuo and the resulting curd product is purified over silica (EtOAc followed by 20% MeOH/EtOAc) to afford 460 mg (22%) o...